From a dataset of the Open Reaction Database (ORD), a public repository of structured organic reaction records. describe an organic reaction: reactants, conditions, products, and yield Starting materials: [Cl-].COC[P+](C1=CC=CC=C1)(C1=CC=CC=C1)C1=CC=CC=C1 (methoxymethyltriphenylphosphonium chloride), C(=O)C1=C(C(=O)O)C=C(C=C1)Cl (2-formyl-5-chlorobenzoic acid), CC(C)([O-])C.[K+] (potassium tert-butoxide). Solvent: C(C)OCC (diethyl ether), O (water), C(C)OCC (diethyl ether), C(C)(C)(C)O (tert-butanol). Run at temperature 0 celsius, time 1 hour. Yields the product ClC=1C=CC(=C(C(=O)O)C1)C=COC (5-Chloro-2(2-methoxyvinyl)-benzoic acid). The yield is 79.3%. As a reaction SMILES: [Cl-].[CH3:2][O:3][CH2:4][P+](C1C=CC=CC=1)(C1C=CC=CC=1)C1C=CC=CC=1.CC(C)([O-])C.[K+].[CH:30]([C:32]1[CH:40]=[CH:39][C:38]([Cl:41])=[CH:37][C:33]=1[C:34]([OH:36])=[O:35])=O>C(OCC)C.C(O)(C)(C)C.O>[Cl:41][C:38]1[CH:39]=[CH:40][C:32]([CH:30]=[CH:2][O:3][CH3:4])=[C:33]([CH:37]=1)[C:34]([OH:36])=[O:35] |f:0.1,2.3|. Reported procedure: To a cooled (0° C.) slurry of methoxymethyltriphenylphosphonium chloride (39 g) in a mixture of diethyl ether (200 ml) and tert-butanol (50 ml) was added potassium tert-butoxide (12.8 g) portionwise. The resulting mixture was stirred at 0° C. for 1 hour, then a solution of 2-formyl-5-chlorobenzoic acid (prepared as described in J. Org. Chem. 1996, 61, 3402)(10 g) in diethyl ether (50 ml) was added dropwise over 15 minutes. The resulting mixture was stirred for 1 hour at 0° C., then warmed to amb... Yield: 39.1%. The reactants are NCCCN(CC1=CC=CC=C1)CC1=CC=CC=C1 (1-amino-3-dibenzylaminopropane), C(C=C)(=O)OCC (Ethyl propenoate). Product: C1(=CC=CC=C1)CN(CCCNCCC(=O)OCC)CC1=CC=CC=C1 (N-[3-[bis(phenylmethyl)amino]propyl]-β-alanine, ethyl ester). RXN SMILES: [NH2:1][CH2:2][CH2:3][CH2:4][N:5]([CH2:13][C:14]1[CH:19]=[CH:18][CH:17]=[CH:16][CH:15]=1)[CH2:6][C:7]1[CH:12]=[CH:11][CH:10]=[CH:9][CH:8]=1.[C:20]([O:24][CH2:25][CH3:26])(=[O:23])[CH:21]=[CH2:22]>C(O)C>[C:7]1([CH2:6][N:5]([CH2:13][C:14]2[CH:19]=[CH:18][CH:17]=[CH:16][CH:15]=2)[CH2:4][CH2:3][CH2:2][NH:1][CH2:22][CH2:21][C:20]([O:24][CH2:25][CH3:26])=[O:23])[CH:8]=[CH:9][CH:10]=[CH:11][CH:12]=1. Procedure details: Reaction under an argon flow. A mixture of 1-amino-3-dibenzylaminopropane (0.195 mol) in ethanol (225 ml) was stirred at room temperature. Ethyl propenoate (0.2 mol) was poured into the mixture and the reaction mixture was stirred overnight at room temperature. The solvent was evaporated. The residue was purified by column chromatography over silica gel (eluent: CH2Cl2/hexane/CH3OH 50/45/5). The desired fractions were collected and the solvent was evaporated, yielding 27 g of N-[3-[bis(phenylmet... The solvent is C(C)O (ethanol). Starting materials: FC1=CC=C(OC2CN(C2)C2=C(C(=O)O)C=C(C=N2)C(F)(F)F)C=C1 (2-(3-(4-fluorophenoxy)azetidin-1-yl)-5-(trifluoromethyl)nicotinic acid), Cl.NC1(CC1)C1=CC=C(C(=O)OC)C=C1 (methyl 4-(1-aminocyclopropyl)benzoate hydrochloride). Yields the product FC1=CC=C(OC2CN(C2)C2=C(C(=O)NC3(CC3)C3=CC=C(C(=O)OC)C=C3)C=C(C=N2)C(F)(F)F)C=C1 (methyl 4-(1-(2-(3-(4-fluorophenoxy)azetidin-1-yl)-5-(trifluoromethyl)nicotinamido)cyclopropyl)benzoate). The yield is 60.0%. As a reaction SMILES: [F:1][C:2]1[CH:25]=[CH:24][C:5]([O:6][CH:7]2[CH2:10][N:9]([C:11]3[N:19]=[CH:18][C:17]([C:20]([F:23])([F:22])[F:21])=[CH:16][C:12]=3[C:13]([OH:15])=O)[CH2:8]2)=[CH:4][CH:3]=1.Cl.[NH2:27][C:28]1([C:31]2[CH:40]=[CH:39][C:34]([C:35]([O:37][CH3:38])=[O:36])=[CH:33][CH:32]=2)[CH2:30][CH2:29]1>>[F:1][C:2]1[CH:25]=[CH:24][C:5]([O:6][CH:7]2[CH2:8][N:9]([C:11]3[N:19]=[CH:18][C:17]([C:20]([F:22])([F:21])[F:23])=[CH:16][C:12]=3[C:13]([NH:27][C:28]3([C:31]4[CH:40]=[CH:39][C:34]([C:35]([O:37][CH3:38])=[O:36])=[CH:33][CH:32]=4)[CH2:30][CH2:29]3)=[O:15])[CH2:10]2)=[CH:4][CH:3]=1 |f:1.2|. Procedure: The title compound (D173) (80 mg) was prepared according to the experimental procedure described in Description 146 starting from 2-(3-(4-fluorophenoxy)azetidin-1-yl)-5-(trifluoromethyl)nicotinic acid (D122) (90 mg, 0.252 mmol) and methyl 4-(1-aminocyclopropyl)benzoate (D7) (57.51 mg, 0.252 mmol). Starting materials: N(=C=O)C=1C=C2CCCC2=CC1 (5-isocyanato-2,3-dihydro-1H-indene), CC(C(C(=O)OC)NC(=O)C=1SC(=CN1)C1=CC=C(C=C1)[N+](=O)[O-])C (Methyl 3-methyl-2-(5-(4-nitrophenyl)thiazole-2-carboxamido)butanoate). The product is C1CCC2=CC(=CC=C12)NC(NC1=CC=C(C=C1)C1=CN=C(S1)C(=O)N[C@H](C(=O)OC)C(C)C)=O ((S)-Methyl 2-(5-(4-(3-(2,3-dihydro-1H-inden-5-yl)ureido)phenyl)thiazole-2-carboxamido)-3-methylbutanoate). Reaction SMILES: [N:1]([C:4]1[CH:5]=[C:6]2[C:10](=[CH:11][CH:12]=1)[CH2:9][CH2:8][CH2:7]2)=[C:2]=[O:3].[CH3:13][CH:14]([CH3:37])[CH:15]([NH:20][C:21]([C:23]1[S:24][C:25]([C:28]2[CH:33]=[CH:32][C:31]([N+:34]([O-])=O)=[CH:30][CH:29]=2)=[CH:26][N:27]=1)=[O:22])[C:16]([O:18][CH3:19])=[O:17]>>[CH2:9]1[C:10]2[C:6](=[CH:5][C:4]([NH:1][C:2](=[O:3])[NH:34][C:31]3[CH:32]=[CH:33][C:28]([C:25]4[S:24][C:23]([C:21]([NH:20][C@@H:15]([CH:14]([CH3:37])[CH3:13])[C:16]([O:18][CH3:19])=[O:17])=[O:22])=[N:27][CH:26]=4)=[CH:29][CH:30]=3)=[CH:12][CH:11]=2)[CH2:7][CH2:8]1. Procedure: The title compound was synthesized analogous to Example 9, using 5-isocyanato-2,3-dihydro-1H-indene (0.599 mmol) and intermediate 2. 1HNMR (DMSO-d6, 300 MHz): δ ppm 8.891 (s, 1H), 8.732-8.704 (d, 1H), 8.602 (s, 1H), 8.347 (s, 1H), 7.717-7.689 (d, J=8.4 Hz, 2H), 7.575-7.547 (d, J=8.4 Hz, 2H), 7.289 (s, 1H), 7.172-7.101 (m, 2H), 4.349-4.299 (t, J=7.2, 7.8 Hz, 1H), 3.681 (s, 3H), 2.859-2.770 (m, 4H), 2.328-2.204 (m, 1H), 2.054-1.952 (m, 2H), 0.965-0.923 (d, J=6.3 Hz, 6H); MS (ESI) m/z 491 (M−H), 49... The reactants are N12CCCCCC2=NCCC1 (1,8-diazabicyclo(5.4.0)undec-7-ene), ClC1=CC2=CN(N=C2C(=C1)C(C)O)COCC[Si](C)(C)C ((±)-1-(5-Chloro-2-((2-(trimethylsilyl)ethoxy)methyl)-2H-indazol-7-yl)ethanol), ClC(C#N)(Cl)Cl (trichloroacetonitrile). The solvent is C(C)OCC (diethyl ether). Run at temperature 0 celsius, time 10 minute. Product: ClC(C(OC(C)C1=CC(=CC2=CN(N=C12)COCC[Si](C)(C)C)Cl)=N)(Cl)Cl ((±)-1-(5-Chloro-2-((2-(trimethylsilyl)ethoxy)methyl)-2H-indazol-7-yl)ethyl 2,2,2-trichloroacetimidate). Reaction SMILES: [Cl:1][C:2]1[CH:10]=[C:9]([CH:11]([OH:13])[CH3:12])[C:8]2[C:4](=[CH:5][N:6]([CH2:14][O:15][CH2:16][CH2:17][Si:18]([CH3:21])([CH3:20])[CH3:19])[N:7]=2)[CH:3]=1.N12CCCN=C1CCCCC2.[Cl:33][C:34]([Cl:38])([Cl:37])[C:35]#[N:36]>C(OCC)C>[Cl:33][C:34]([Cl:38])([Cl:37])[C:35](=[NH:36])[O:13][CH:11]([C:9]1[C:8]2[C:4](=[CH:5][N:6]([CH2:14][O:15][CH2:16][CH2:17][Si:18]([CH3:20])([CH3:19])[CH3:21])[N:7]=2)[CH:3]=[C:2]([Cl:1])[CH:10]=1)[CH3:12]. Reported procedure: (±)-1-(5-Chloro-2-((2-(trimethylsilyl)ethoxy)methyl)-2H-indazol-7-yl)ethanol (0.54 g, 1.65 mmol) was dissolved in diethyl ether (5 mL), cooled to 0° C. and treated with 1,8-diazabicyclo(5.4.0)undec-7-ene (50 μL, 0.33 mmol). The reaction was stirred for 10 min and treated with trichloroacetonitrile (250 μL, 2.48 mmol) dropwise over 10 min. The reaction was allowed to warm to room temperature overnight and concentrated. Flash chromatography on silica gel (5% ethyl acetate/hexanes) gave 600 mg (77%... The reactants are CC1=C(CCO)C2CCC1C2, ClCCl, [Na+], [OH-]. Product: CC1=C(CC=O)C2CCC1C2. RXN SMILES: [CH3:1][C:2]1=[C:3]([CH2:9][CH2:10][OH:11])[CH:4]2[CH2:5][CH2:6][CH:7]1[CH2:8]2.[Cl:14][CH2:15][Cl:16].[Na+:13].[OH-:12]>>[CH3:1][C:2]1=[C:3]([CH2:9][CH:10]=[O:11])[CH:4]2[CH2:5][CH2:6][CH:7]1[CH2:8]2.